This data is from the Open Reaction Database (ORD), a public repository of structured organic reaction records. The task is: describe an organic reaction: reactants, conditions, products, and yield Starting materials: [BH4-].[Na+] (Sodium borohydride), COC1=CC=C2CCN=C(C2=C1)C (7-methoxy-1-methyl-3,4-dihydroisoquinoline), Cl (hydrochloric acid). Solvent: CO (methanol). Run at time 8 hour. The product is COC1=CC=C2CCNC(C2=C1)C (7-methoxy-1-methyl-1,2,3,4-tetrahydroisoquinoline). Isolated yield 74.0%. Reaction SMILES: [BH4-].[Na+].[CH3:3][O:4][C:5]1[CH:14]=[C:13]2[C:8]([CH2:9][CH2:10][N:11]=[C:12]2[CH3:15])=[CH:7][CH:6]=1.Cl>CO>[CH3:3][O:4][C:5]1[CH:14]=[C:13]2[C:8]([CH2:9][CH2:10][NH:11][CH:12]2[CH3:15])=[CH:7][CH:6]=1 |f:0.1|. Reported procedure: Sodium borohydride (3.81 g, 100.8 mmol) was slowly added at 0° C. to a solution of 7-methoxy-1-methyl-3,4-dihydroisoquinoline (14.72 g, 84 mmol) prepared in Step 2 in anhydrous methanol (100 ml). The reaction mixture was stirred overnight at room temperature. 1N hydrochloric acid was added to the reaction mixture, which was concentrated under reduced pressure, basified with potassium hydroxide, and then extracted with dichloromethane. The organic layer washed with a saturated sodium chloride sol... Reactants: NC1=C(C(=NN1C1=C(C=C(C=C1Cl)C(F)(F)F)Cl)C#N)C1=C(OC=C1)Cl (5-amino-4-(2-chlorofuran-3-yl)-3-cyano-1-(2,6-dichloro-4-trifluoromethylphenyl)pyrazole), N(=O)OC(C)(C)C (t-butyl nitrite). Solvent: O1CCCC1 (tetrahydrofuran). Run at temperature 65 celsius. Product: ClC=1OC=CC1C=1C(=NN(C1)C1=C(C=C(C=C1Cl)C(F)(F)F)Cl)C#N (4-(2-Chlorofuran-3-yl)-3-cyano-1-(2,6-dichloro-4-trifluoromethylphenyl)pyrazole). As a reaction SMILES: N[C:2]1[N:6]([C:7]2[C:12]([Cl:13])=[CH:11][C:10]([C:14]([F:17])([F:16])[F:15])=[CH:9][C:8]=2[Cl:18])[N:5]=[C:4]([C:19]#[N:20])[C:3]=1[C:21]1[CH:25]=[CH:24][O:23][C:22]=1[Cl:26].N(OC(C)(C)C)=O>O1CCCC1>[Cl:26][C:22]1[O:23][CH:24]=[CH:25][C:21]=1[C:3]1[C:4]([C:19]#[N:20])=[N:5][N:6]([C:7]2[C:12]([Cl:13])=[CH:11][C:10]([C:14]([F:17])([F:15])[F:16])=[CH:9][C:8]=2[Cl:18])[CH:2]=1. Procedure: To a solution of 5-amino-4-(2-chlorofuran-3-yl)-3-cyano-1-(2,6-dichloro-4-trifluoromethylphenyl)pyrazole (0.204 g) in tetrahydrofuran (3 ml) was added t-butyl nitrite (171.8 μl). The mixture was heated to 65° C. for 1 hour, then cooled and evaporated. The residue was purified by column chromatography on silica gel (10 g) eluted with hexane containing increasing amounts of dichloromethane (up to 100%). Combination and evaporation of appropriate fraction gave the title compound as a white solid, m...